From a dataset of the Open Reaction Database (ORD), a public repository of structured organic reaction records. describe an organic reaction: reactants, conditions, products, and yield Reactants: C(C)N1CCC(=CC1)C1=C(C(=CC=C1)C(F)(F)F)F (1-ethyl-4-[2-fluoro-3-(trifluoromethyl)phenyl]-1,2,3,6-tetrahydropyridine), Cl (hydrochloric acid), Cl (hydrochloric acid), amine. The reagents and catalysts are [Pd] (palladium on carbon). The solvent is CO (methanol). Product: FC1=C(C=CC=C1C(F)(F)F)C1CCN(CC1)CC (4-[2-fluoro-3-(trifluoromethyl)phenyl]-1-ethylpiperidine). Reaction SMILES: [CH2:1]([N:3]1[CH2:8][CH:7]=[C:6]([C:9]2[CH:14]=[CH:13][CH:12]=[C:11]([C:15]([F:18])([F:17])[F:16])[C:10]=2[F:19])[CH2:5][CH2:4]1)[CH3:2].Cl>[Pd].CO>[F:19][C:10]1[C:11]([C:15]([F:16])([F:17])[F:18])=[CH:12][CH:13]=[CH:14][C:9]=1[CH:6]1[CH2:7][CH2:8][N:3]([CH2:1][CH3:2])[CH2:4][CH2:5]1. Procedure details: Preparation according to Example 2: 1-ethyl-4-[2-fluoro-3-(trifluoromethyl)phenyl]-1,2,3,6-tetrahydropyridine (3.1 g, 11.3 mmol), palladium on carbon (0.3 g), hydrochloric acid (1.5 ml, conc), methanol (30 ml). Yield: 2.3 g (74%). The amine was converted to the hydrochloric acid salt and recrystallized from ethanol/diethyl ether: M.p. 235-237° C. MS m/z (relative intensity, 70 eV) 275 (M+, 12), 261 (16), 260 (bp), 177 (10) 84 (13). Starting materials: C(C)#N (acetonitrile), C(#N)C1=C(C=C(C=C1)C=1C=NN(C1OC)C1=NC=C(C(=O)NCCCOC)C=C1)C (6-(4-(4-cyano-3-methylphenyl)-5-methoxy-1H-pyrazol-1-yl)-N-(3-methoxypropyl)nicotinamide), [Cl-].[Li+] (lithium chloride). The solvent is O (water), CS(=O)C (DMSO), CC(=O)N(C)C (DMA). Product: C(#N)C1=C(C=C(C=C1)C=1C=NN(C1O)C1=NC=C(C(=O)NCCCOC)C=C1)C (6-(4-(4-cyano-3-methylphenyl)-5-hydroxy-1H-pyrazol-1-yl)-N-(3-methoxypropyl)nicotinamide). Isolated yield 26.7%. Reaction SMILES: [C:1]([C:3]1[CH:8]=[CH:7][C:6]([C:9]2[CH:10]=[N:11][N:12]([C:16]3[CH:29]=[CH:28][C:19]([C:20]([NH:22][CH2:23][CH2:24][CH2:25][O:26][CH3:27])=[O:21])=[CH:18][N:17]=3)[C:13]=2[O:14]C)=[CH:5][C:4]=1[CH3:30])#[N:2].[Cl-].[Li+].C(#N)C>CC(N(C)C)=O.CS(C)=O.O>[C:1]([C:3]1[CH:8]=[CH:7][C:6]([C:9]2[CH:10]=[N:11][N:12]([C:16]3[CH:29]=[CH:28][C:19]([C:20]([NH:22][CH2:23][CH2:24][CH2:25][O:26][CH3:27])=[O:21])=[CH:18][N:17]=3)[C:13]=2[OH:14])=[CH:5][C:4]=1[CH3:30])#[N:2] |f:1.2|. Procedure details: Combined 6-(4-(4-cyano-3-methylphenyl)-5-methoxy-1H-pyrazol-1-yl)-N-(3-methoxypropyl)nicotinamide (54.7 mg, 0.135 mmol) and lithium chloride (57.2 mg, 1.350 mmol) in DMA (2109 μl) and heated at 60° C. for 24 hours. The reaction mixture was then diluted with 0.6 mL DMSO and purified by preparative HPLC (35-60% acetonitrile in water under TFA conditions) and then again (15-40% acetonitrile in water under basic conditions) to give the title compound (14 mg, 0.036 mmol, 26.5%) as an off-white solid....